This data is from the Open Reaction Database (ORD), a public repository of structured organic reaction records. The task is: describe an organic reaction: reactants, conditions, products, and yield Starting materials: [Al+3], CCOC(C)(C)CCCC(C)=O, CCOCC, [Cl-], [H-], [H-], [H-], [H-], [Li+], [NH4+]. The product is CCOC(C)(C)CCCC(C)O. As a reaction SMILES: [Al+3:14].[CH2:1]([CH3:2])[O:3][C:4]([CH2:5][CH2:6][CH2:7][C:8]([CH3:9])=[O:10])([CH3:11])[CH3:12].[CH3:21][CH2:22][O:23][CH2:24][CH3:25].[Cl-:19].[H-:13].[H-:16].[H-:17].[H-:18].[Li+:15].[NH4+:20]>>[CH2:1]([CH3:2])[O:3][C:4]([CH2:5][CH2:6][CH2:7][CH:8]([CH3:9])[OH:10])([CH3:11])[CH3:12]. The reactants are ClC1=C(C(=NS1)Cl)C(=O)O (dichloro-1,2-thiazole-4-carboxylic acid), C(C)OS(=O)(=O)OCC (EtOSO3Et), C([O-])([O-])=O.[K+].[K+] (potassium carbonate). The solvent is CC(=O)C (acetone). Conditions: temperature 0 celsius, time 3 minute. Product: ClC1=NSC(=C1C(=O)OCC)Cl (Ethyl 3,5-dichloro-1,2-thiazole-4-carboxylate). As a reaction SMILES: [Cl:1][C:2]1[S:6][N:5]=[C:4]([Cl:7])[C:3]=1[C:8]([OH:10])=[O:9].[CH2:11](OS(OCC)(=O)=O)[CH3:12].C(=O)([O-])[O-].[K+].[K+]>CC(C)=O>[Cl:7][C:4]1[C:3]([C:8]([O:10][CH2:11][CH3:12])=[O:9])=[C:2]([Cl:1])[S:6][N:5]=1 |f:2.3.4|. Reported procedure: Into a 500-mL round-bottom flask, was placed dichloro-1,2-thiazole-4-carboxylic acid (10 g, 50.50 mmol, 1.00 equiv), acetone (100 mL). This was followed by the addition of EtOSO3Et (19.54 g) dropwise with stirring at 0° C. in 3 min. To this was added potassium carbonate (28.02 g, 202.73 mmol, 4.01 equiv). The resulting solution was stirred for 30 min at 58° C. in an oil bath. The resulting mixture was concentrated under vacuum. The resulting solution was diluted with 100 mL of H2O. The resulting... The reactants are BrC1=CC=C(C(=N1)N)C (6-bromo-3-methylpyridin-2-ylamine), ClCC=O (chloroacetaldehyde). The solvent is IMS. Reaction conditions: temperature 100 celsius, time 1.5 hour. Product: BrC1=CC=C(C=2N1C=CN2)C (5-Bromo-8-methylimidazo[1,2-a]pyridine). Yield: 95.0%. Reaction SMILES: [Br:1][C:2]1[N:7]=[C:6]([NH2:8])[C:5]([CH3:9])=[CH:4][CH:3]=1.Cl[CH2:11][CH:12]=O>>[Br:1][C:2]1[N:7]2[CH:11]=[CH:12][N:8]=[C:6]2[C:5]([CH3:9])=[CH:4][CH:3]=1. Procedure details: A mixture of 6-bromo-3-methylpyridin-2-ylamine (359 mg, 1.92 mmol) and chloroacetaldehyde (1 mL, 50 wt. % in water) in IMS (4 mL) was stirred at 100° C. in a sealed tube for 1.5 hours, then cooled to room temperature and loaded onto an Isolute® SCX-2 cartridge (10 g). The cartridge was washed with MeOH then eluted with 2 M NH3 in MeOH to give 5-Bromo-8-methylimidazo[1,2-a]pyridine as a beige solid (387 mg, 95%). 1H NMR (400 MHz, CHCl3-d): δ 7.79 (d, J=1.3 Hz, 1 H); 7.69 (d, J=1.3 Hz, 1 H); 6.96 ... The reactants are [BH4-].[Na+] (sodiumborohydride), C(C)(=O)C1=CC(=NN1)C(=O)N[C@H](CN1N=C(C=C1)C1=CC(=C(C(=C1)F)C#N)F)C ((S)-5-acetyl-N-(1-(3-(4-cyano-3,5-difluorophenyl)-1H-pyrazol-1-yl)propan-2-yl)-1H-pyrazole-3-carboxamide), [Cl-].[NH4+] (ammonium chloride). Run in C(C)O (ethanol). Yields the product C(#N)C1=C(C=C(C=C1F)C1=NN(C=C1)C[C@H](C)NC(=O)C1=NNC(=C1)C(C)O)F (N—((S)-1-(3-(4-cyano-3,5-difluorophenyl)-1H-pyrazol-1-yl)propan-2-yl)-5-(1-hydroxyethyl)-1H-pyrazole-3-carboxamide). Yield: 3.3%. RXN SMILES: [C:1]([C:4]1[NH:8][N:7]=[C:6]([C:9]([NH:11][C@@H:12]([CH3:29])[CH2:13][N:14]2[CH:18]=[CH:17][C:16]([C:19]3[CH:24]=[C:23]([F:25])[C:22]([C:26]#[N:27])=[C:21]([F:28])[CH:20]=3)=[N:15]2)=[O:10])[CH:5]=1)(=[O:3])[CH3:2].[BH4-].[Na+].[Cl-].[NH4+]>C(O)C>[C:26]([C:22]1[C:23]([F:25])=[CH:24][C:19]([C:16]2[CH:17]=[CH:18][N:14]([CH2:13][C@@H:12]([NH:11][C:9]([C:6]3[CH:5]=[C:4]([CH:1]([OH:3])[CH3:2])[NH:8][N:7]=3)=[O:10])[CH3:29])[N:15]=2)=[CH:20][C:21]=1[F:28])#[N:27] |f:1.2,3.4|. Procedure: (S)-5-acetyl-N-(1-(3-(4-cyano-3,5-difluorophenyl)-1H-pyrazol-1-yl)propan-2-yl)-1H-pyrazole-3-carboxamide (200 mg, 0.50 mmol) was dissolved in ethanol (10 ml) and sodiumborohydride (95 mg, 2.51 mmol) was added. The reaction mixture was refluxed for 2 h, cooled and saturated ammonium chloride (20 ml) was added. The mixture was extracted three times with ethyl acetate and the combined organic fractions were washed with water, dried and evaporated. The residue was purified twice with reversed phase ... The reactants are C(C)(=O)[O-].[NH4+] (ammonium acetate), [N+](=O)([O-])C1=CC2=C(OCCOCCOCCO2)C=C1C(C)=O (1-(3-Nitro-6,7,9,10,12,13-hexahydro-5,8,11,14-tetraoxa-benzocyclododecen-2-yl)-ethanone), C1(=CC=CC=C1)C (toluene). The reagents and catalysts are [Fe] (iron). The solvent is O (water). Product: NC1=CC2=C(OCCOCCOCCO2)C=C1C(C)=O (1-(3-Amino-6,7,9,10,12,13-hexahydro-5,8,11,14-tetraoxa-benzocyclododecen-2-yl)-ethanone). As a reaction SMILES: C([O-])(=O)C.[NH4+].[N+:6]([C:9]1[C:24]([C:25](=[O:27])[CH3:26])=[CH:23][C:12]2[O:13][CH2:14][CH2:15][O:16][CH2:17][CH2:18][O:19][CH2:20][CH2:21][O:22][C:11]=2[CH:10]=1)([O-])=O.C1(C)C=CC=CC=1>[Fe].O>[NH2:6][C:9]1[C:24]([C:25](=[O:27])[CH3:26])=[CH:23][C:12]2[O:13][CH2:14][CH2:15][O:16][CH2:17][CH2:18][O:19][CH2:20][CH2:21][O:22][C:11]=2[CH:10]=1 |f:0.1|. Reported procedure: A Mixture of iron powder (477 mmol, 27 g), ammonium acetate (500 mmol, 31 g), 1-(3-Nitro-6,7,9,10,12,13-hexahydro-5,8,11,14-tetraoxa-benzocyclododecen-2-yl)-ethanone (120 mmol, 36 g), toluene (500 ml) and water (500 ml) was refluxed overnight, or until completion. The mixture was filtered through celite and washed with EtOAc. The organic layer was washed with water and Sat. NaCl, dried over Na2SO4, and concentrated to afford the product, 90%. 1HNMR (400 MHz, DMSO) δ 7.82 (s, 1H), 7.61 (s, 1H), 5... Starting materials: Cl (hydrochloric acid), C(C)[C@]12[C@H](CC[C@H]2[C@H]2[C@H](CC1)C=1CC=C(CC1CC2)OC)OC (13β-ethyl-3, 17β-dimethoxy-gona-2,5(10)-diene), CO (methanol). The solvent is O (water), O (water), O1CCCC1 (tetrahydrofuran), O1CCCC1 (tetrahydrofuran). The product is C(C)[C@]12[C@H](CC[C@H]2[C@H]2[C@H](CC1)[C@H]1CCC(C=C1CC2)=O)OC (13β-Ethyl-17β-methoxy-gon-4-en-3-one). Isolated yield 26.2%. As a reaction SMILES: [CH2:1]([C@:3]12[CH2:11][CH2:10][C@@H:9]3[C:12]4[CH2:13][CH:14]=[C:15]([O:20]C)[CH2:16][C:17]=4[CH2:18][CH2:19][C@H:8]3[C@@H:7]1[CH2:6][CH2:5][C@@H:4]2[O:22][CH3:23])[CH3:2].CO.Cl>O1CCCC1.O>[CH2:1]([C@:3]12[CH2:11][CH2:10][C@@H:9]3[C@@H:12]4[C:17]([CH2:18][CH2:19][C@H:8]3[C@@H:7]1[CH2:6][CH2:5][C@@H:4]2[O:22][CH3:23])=[CH:16][C:15](=[O:20])[CH2:14][CH2:13]4)[CH3:2]. Reported procedure: Add 13β-ethyl-3, 17β-dimethoxy-gona-2,5(10)-diene (0.8 g.) in tetrahydrofuran (5 cc.) to methanol (72 cc.) in an atmosphere of nitrogen and add a mixture of hydrochloric acid (4.8 cc.) and water (3.2 cc.). Add a further 10 cc. of tetrahydrofuran and after 1 hour dilute the solution with water and extract with ether. Wash, dry and evaporate the ethereal extracts and chromatograph the residue on neutral alumina. Remove impurities by elution with benzene. Wash the column with ether, evaporate the e...